This data is from the Open Reaction Database (ORD), a public repository of structured organic reaction records. The task is: describe an organic reaction: reactants, conditions, products, and yield Starting materials: C1CCOC1, CCN=C=NCCCN(C)C, O=C(O)c1ccc2cc(-c3c(Cl)cccc3Cl)[nH]c2c1, On1nnc2ccccc21, Nc1nc2cccnc2s1. Yields the product O=C(Nc1nc2cccnc2s1)c1ccc2cc(-c3c(Cl)cccc3Cl)[nH]c2c1. RXN SMILES: [CH2:52]1[O:53][CH2:54][CH2:55][CH2:56]1.[CH3:31][CH2:32][N:33]=[C:34]=[N:35][CH2:36][CH2:37][CH2:38][N:39]([CH3:40])[CH3:41].[Cl:1][c:2]1[c:3](-[c:9]2[nH:10][c:11]3[cH:12][c:13]([C:18](=[O:19])[OH:20])[cH:14][cH:15][c:16]3[cH:17]2)[c:4]([Cl:8])[cH:5][cH:6][cH:7]1.[OH:42][n:43]1[c:44]2[c:45]([cH:46][cH:47][cH:48][cH:49]2)[n:50][n:51]1.[n:21]1[c:22]([NH2:30])[s:23][c:24]2[n:25][cH:26][cH:27][cH:28][c:29]12>>[Cl:1][c:2]1[c:3](-[c:9]2[nH:10][c:11]3[cH:12][c:13]([C:18](=[O:20])[NH:30][c:22]4[n:21][c:29]5[c:24]([s:23]4)[n:25][cH:26][cH:27][cH:28]5)[cH:14][cH:15][c:16]3[cH:17]2)[c:4]([Cl:8])[cH:5][cH:6][cH:7]1. The reactants are 23.5, S1C(=CC=C1)C(=O)C1=CC=C(C=C1)CC (p-ethylphenyl 2-thienyl ketone), BrN1C(CCC1=O)=O (N-bromosuccinimide), C(C1=CC=CC=C1)(=O)OOC(C1=CC=CC=C1)=O (benzoyl peroxide). Reagents/catalysts: C1(=CC=CC=C1)C (toluene). Run in C(Cl)(Cl)(Cl)Cl (carbon tetrachloride). Yields the product S1C(=CC=C1)C(=O)C1=CC=C(C=C1)C(C)Br (α-bromo-α-methyl-p-tolyl 2-thienyl ketone). RXN SMILES: [S:1]1[CH:5]=[CH:4][CH:3]=[C:2]1[C:6]([C:8]1[CH:13]=[CH:12][C:11]([CH2:14][CH3:15])=[CH:10][CH:9]=1)=[O:7].[Br:16]N1C(=O)CCC1=O.C(OOC(=O)C1C=CC=CC=1)(=O)C1C=CC=CC=1>C1(C)C=CC=CC=1.C(Cl)(Cl)(Cl)Cl>[S:1]1[CH:5]=[CH:4][CH:3]=[C:2]1[C:6]([C:8]1[CH:9]=[CH:10][C:11]([CH:14]([Br:16])[CH3:15])=[CH:12][CH:13]=1)=[O:7]. Procedure: A mixture of 23.5 parts of p-ethylphenyl 2-thienyl ketone, 19.5 parts of N-bromosuccinimide, 220 parts of carbon tetrachloride, 1.1 parts of benzoyl peroxide and one drop of toluene is stirred and refluxed for 2 hours. The precipitated succinimide is filtered off and the carbon tetrachloride filtrate is dried and evaporated. The oily residue solidifies on cooling. The solid product is dissolved in 2-propanol and the product is allowed to crystallize. It is filtered off and dried in vacuo, yieldi...